describe an organic reaction: reactants, conditions, products, and yield From a dataset of the Open Reaction Database (ORD), a public repository of structured organic reaction records. Starting materials: COc1cccc(Br)c1, O=C1CCN(Cc2ccccc2)CC1, C1CCOC1, [Mg]. The product is COc1cccc(C2(O)CCN(Cc3ccccc3)CC2)c1. RXN SMILES: [Br:2][c:3]1[cH:4][c:5]([O:9][CH3:10])[cH:6][cH:7][cH:8]1.[CH2:11]([c:12]1[cH:13][cH:14][cH:15][cH:16][cH:17]1)[N:18]1[CH2:19][CH2:20][C:21](=[O:24])[CH2:22][CH2:23]1.[CH2:25]1[O:26][CH2:27][CH2:28][CH2:29]1.[Mg:1]>>[c:3]1([C:21]2([OH:24])[CH2:20][CH2:19][N:18]([CH2:11][c:12]3[cH:13][cH:14][cH:15][cH:16][cH:17]3)[CH2:23][CH2:22]2)[cH:4][c:5]([O:9][CH3:10])[cH:6][cH:7][cH:8]1. Starting materials: CCNC(C)=O, CCCCCCOCCCC, [Li]CCCC, Cc1nc(S(C)(=O)=O)oc1C, CCCCCC. Product: CCN(C(C)=O)c1nc(C)c(C)o1. As a reaction SMILES: [CH2:1]([CH3:2])[NH:3][C:4]([CH3:5])=[O:6].[CH2:23]([O:24][CH2:25][CH2:26][CH2:27][CH3:28])[CH2:29][CH2:30][CH2:31][CH2:32][CH3:33].[CH2:7]([Li:8])[CH2:9][CH2:10][CH3:11].[CH3:12][c:13]1[n:14][c:15]([S:19]([CH3:20])(=[O:21])=[O:22])[o:16][c:17]1[CH3:18].[CH3:34][CH2:35][CH2:36][CH2:37][CH2:38][CH3:39]>>[CH2:1]([CH3:2])[N:3]([C:4]([CH3:5])=[O:6])[c:15]1[n:14][c:13]([CH3:12])[c:17]([CH3:18])[o:16]1. Starting materials: FC(C=1C=C(CN([C@H]2C[C@H](N(C2)CC2=CC=C(C=C2)Cl)C(=O)O)C)C=C(C1)C(F)(F)F)(F)F ((2S,4S)-4-[(3,5-bis-trifluoromethyl-benzyl)-methyl-amino]-1-(4-chloro-benzyl)-pyrrolidine-2-carboxylic acid), N1(CCNCC1)C1=C(C#N)C=CC=C1 (2-piperazin-1-yl-benzonitrile). Product: FC(C=1C=C(CN([C@H]2C[C@H](N(C2)CC2=CC=C(C=C2)Cl)C(=O)N2CCN(CC2)C2=C(C#N)C=CC=C2)C)C=C(C1)C(F)(F)F)(F)F (2-{4-[(2S,4S)-4-[(3,5-Bis-trifluoromethyl-benzyl)-methyl-amino]-1-(4-chloro-benzyl)-pyrrolidine-2-carbonyl]-piperazin-1-yl}-benzonitrile). The yield is 9.0%. RXN SMILES: [F:1][C:2]([F:33])([F:32])[C:3]1[CH:4]=[C:5]([CH:25]=[C:26]([C:28]([F:31])([F:30])[F:29])[CH:27]=1)[CH2:6][N:7]([CH3:24])[C@@H:8]1[CH2:12][N:11]([CH2:13][C:14]2[CH:19]=[CH:18][C:17]([Cl:20])=[CH:16][CH:15]=2)[C@H:10]([C:21]([OH:23])=O)[CH2:9]1.[N:34]1([C:40]2[CH:47]=[CH:46][CH:45]=[CH:44][C:41]=2[C:42]#[N:43])[CH2:39][CH2:38][NH:37][CH2:36][CH2:35]1>>[F:29][C:28]([F:31])([F:30])[C:26]1[CH:25]=[C:5]([CH:4]=[C:3]([C:2]([F:32])([F:1])[F:33])[CH:27]=1)[CH2:6][N:7]([CH3:24])[C@@H:8]1[CH2:12][N:11]([CH2:13][C:14]2[CH:15]=[CH:16][C:17]([Cl:20])=[CH:18][CH:19]=2)[C@H:10]([C:21]([N:37]2[CH2:36][CH2:35][N:34]([C:40]3[CH:47]=[CH:46][CH:45]=[CH:44][C:41]=3[C:42]#[N:43])[CH2:39][CH2:38]2)=[O:23])[CH2:9]1. Reported procedure: As described for Example 64e, (2S,4S)-4-[(3,5-bis-trifluoromethyl-benzyl)-methyl-amino]-1-(4-chloro-benzyl)-pyrrolidine-2-carboxylic acid (1 mmol) was converted, using 2-piperazin-1-yl-benzonitrile instead of 2-cyclohexyl-1,3,8-triaza-spiro[4.5]dec-1-en-4-one, to the title compound (60 mg) in 9% yield as colorless oil. MS m/e=665.1 [M+H]+. The reactants are FC1=C(C(=O)NCC(=O)OCC)C=CC(=C1)NCCCCCCCCCCCCCCCC (ethyl N-[2-fluoro-4-(hexadecylamino)benzoyl]glycinate), [OH-].[Na+] (sodium hydroxide). The solvent is C(C)O (ethanol). The product is FC1=C(C(=O)NCC(=O)O)C=CC(=C1)NCCCCCCCCCCCCCCCC (N-[2-fluoro-4-(hexadecylamino)benzoyl]glycine). Reaction SMILES: [F:1][C:2]1[CH:16]=[C:15]([NH:17][CH2:18][CH2:19][CH2:20][CH2:21][CH2:22][CH2:23][CH2:24][CH2:25][CH2:26][CH2:27][CH2:28][CH2:29][CH2:30][CH2:31][CH2:32][CH3:33])[CH:14]=[CH:13][C:3]=1[C:4]([NH:6][CH2:7][C:8]([O:10]CC)=[O:9])=[O:5].[OH-].[Na+]>C(O)C>[F:1][C:2]1[CH:16]=[C:15]([NH:17][CH2:18][CH2:19][CH2:20][CH2:21][CH2:22][CH2:23][CH2:24][CH2:25][CH2:26][CH2:27][CH2:28][CH2:29][CH2:30][CH2:31][CH2:32][CH3:33])[CH:14]=[CH:13][C:3]=1[C:4]([NH:6][CH2:7][C:8]([OH:10])=[O:9])=[O:5] |f:1.2|. Procedure: A mixture of 26.4 g. of ethyl N-[2-fluoro-4-(hexadecylamino)benzoyl]glycinate, 110 ml. of 1 N sodium hydroxide solution; and 100 ml. of ethanol is stirred at ambient temperature for 2 hours and then partially evaporated. The aqueous solution is washed with diethyl ether, acidified with 6 N hydrochloric acid, and filtered. The white solid is dried in vacuo and recrystallized from acetone to yield N-[2-fluoro-4-(hexadecylamino)benzoyl]glycine.